From a dataset of the Open Reaction Database (ORD), a public repository of structured organic reaction records. describe an organic reaction: reactants, conditions, products, and yield The reactants are CC#CCNCc1ccccc1, Cc1cn(-c2ccc3c(c2)OC(F)(F)C(F)(F)O3)c(=NC(=O)n2cc[n+](C)c2)s1, CCN(C(C)C)C(C)C, [I-]. The product is CC#CCN(Cc1ccccc1)C(=O)N=c1sc(C)cn1-c1ccc2c(c1)OC(F)(F)C(F)(F)O2. RXN SMILES: [CH2:40]([c:41]1[cH:42][cH:43][cH:44][cH:45][cH:46]1)[NH:47][CH2:48][C:49]#[C:50][CH3:51].[CH3:2][n+:3]1[cH:4][cH:5][n:6]([C:8]([N:9]=[c:10]2[s:11][c:12]([CH3:29])[cH:13][n:14]2-[c:15]2[cH:16][c:17]3[c:18]([cH:27][cH:28]2)[O:19][C:20]([F:25])([F:26])[C:21]([F:23])([F:24])[O:22]3)=[O:30])[cH:7]1.[CH:31]([N:32]([CH2:33][CH3:34])[CH:35]([CH3:36])[CH3:37])([CH3:38])[CH3:39].[I-:1]>>[C:8]([N:9]=[c:10]1[s:11][c:12]([CH3:29])[cH:13][n:14]1-[c:15]1[cH:16][c:17]2[c:18]([cH:27][cH:28]1)[O:19][C:20]([F:25])([F:26])[C:21]([F:23])([F:24])[O:22]2)(=[O:30])[N:47]([CH2:40][c:41]1[cH:42][cH:43][cH:44][cH:45][cH:46]1)[CH2:48][C:49]#[C:50][CH3:51]. Reactants: O=P(C=1C=CC=CC1OC)(C2CCCCC2)C3CCCCC3. The reagents and catalysts are O1B(OC(C)(C)C1(C)C)B2OC(C)(C)C(O2)(C)C, O=C(NC=1C=CC=CC1C=2C=NC(=CC2)C3=NC=CC=C3)NC4CCCCC4, C[OH2+].C[OH2+].C1CC=CCCC=C1.C1CC=CCCC=C1.[Ir].[Ir]. Run in C=1C=C(C=CC1C)C. Conditions: temperature 25 celsius, time 16 hour. Yields the product O=P(C1=CC(=CC=C1OC)B2OC(C)(C)C(O2)(C)C)(C3CCCCC3)C4CCCCC4. The yield is 96.0%. The reactants are C=C1CC(=O)O1 (diketene), N1(C=NC=C1)CCOC1=CC=C(C(=O)OCCCO)C=C1 (3-hydroxypropyl 4-[2-(1-imidazolyl)ethoxy]benzoate), resultant mixture. Run in C(Cl)(Cl)Cl (chloroform). Product: C(CC(=O)C)(=O)OCCCOC(C1=CC=C(C=C1)OCCN1C=NC=C1)=O (3-[4-[2-(1-imidazolyl)ethoxy]benzoyloxy]propyl acetoacetate). The yield is 78.0%. As a reaction SMILES: [CH2:1]=[C:2]1[O:6][C:4](=[O:5])[CH2:3]1.[N:7]1([CH2:12][CH2:13][O:14][C:15]2[CH:27]=[CH:26][C:18]([C:19]([O:21][CH2:22][CH2:23][CH2:24][OH:25])=[O:20])=[CH:17][CH:16]=2)[CH:11]=[CH:10][N:9]=[CH:8]1>C(Cl)(Cl)Cl>[C:4]([O:25][CH2:24][CH2:23][CH2:22][O:21][C:19](=[O:20])[C:18]1[CH:17]=[CH:16][C:15]([O:14][CH2:13][CH2:12][N:7]2[CH:11]=[CH:10][N:9]=[CH:8]2)=[CH:27][CH:26]=1)(=[O:5])[CH2:3][C:2]([CH3:1])=[O:6]. Procedure: After adding at room temperature 4.1 ml of diketene dropwise to 10 g of 3-hydroxypropyl 4-[2-(1-imidazolyl)ethoxy]benzoate dissolved in 300 ml of chloroform, the resultant mixture was stirred for further 18 hours. The reaction mixture was concentrated under reduced pressure, and the residue was purified by silica gel column chromatography to obtain 10.1 g of 3-[4-[2-(1-imidazolyl)ethoxy]benzoyloxy]propyl acetoacetate as colorless crystals (m.p. 49.5°-51.5° C.; yield: 78%) The reactants are C([O-])(O)=O.[Na+] (sodium bicarbonate), C1(=CC=C(C=C1)S(=O)(=O)O)C (p-toluenesulfonic acid), COC(OC)OC (Trimethylorthoformate), C(C(C)(C)C)(=O)OC=1C=C(C=O)C=CC1 (3-pivaloyloxybenzaldehyde). Run in CO (methanol). Conditions: time 1 hour. The product is COC(C1=CC(=CC=C1)OC(C(C)(C)C)=O)OC (3-pivaloyloxybenzaldehyde dimethyl acetal). Reaction SMILES: C1(C)C=CC(S(O)(=O)=O)=CC=1.[C:12]([O:18][C:19]1[CH:20]=[C:21]([CH:24]=[CH:25][CH:26]=1)C=O)(=[O:17])[C:13]([CH3:16])([CH3:15])[CH3:14].CO[CH:29]([O:32][CH3:33])[O:30][CH3:31].C(=O)(O)[O-].[Na+]>CO>[CH3:33][O:32][CH:29]([O:30][CH3:31])[C:21]1[CH:24]=[CH:25][CH:26]=[C:19]([O:18][C:12](=[O:17])[C:13]([CH3:15])([CH3:14])[CH3:16])[CH:20]=1 |f:3.4|. Reported procedure: Four hundred mg of p-toluenesulfonic acid dissolved in 25 ml of methanol was added, with stirring, to the 3-pivaloyloxybenzaldehyde of Example I. Trimethylorthoformate (224 ml; 2.05 mol) was then added dropwise. The minor exotherm that resulted was allowed to proceed unchecked while the mixture was stirred for 1 hour. One half gram of sodium bicarbonate was added, and the flask was placed on the rotary evaporator (bath temperature 40° C.) to remove all volatiles. The resulting oil was passed thr... Starting materials: Br (hydrobromic acid), BrC1=C(C=C(CC2CCN(CC2)CCC=2C=C3C(CCOC3=CC2)=O)C=C1)OCCOC (6-(2-{4-[4-Bromo-3-(2-methoxyethoxy)benzyl]piperidin-1-yl}ethyl)-2,3-dihydro-4H-chromen-4-one). Run in CC(C)O (2-propanol). Conditions: time 8 hour. Product: Br.BrC1=C(C=C(CC2CCN(CC2)CCC=2C=C3C(CCOC3=CC2)=O)C=C1)OCCOC (6-(2-{4-[4-Bromo-3-(2-methoxyethoxy)benzyl]piperidin-1-yl}ethyl)-2,3-dihydro-4H-chromen-4-one hydrobromide). The yield is 136.6%. RXN SMILES: Br.[Br:2][C:3]1[CH:28]=[CH:27][C:6]([CH2:7][CH:8]2[CH2:13][CH2:12][N:11]([CH2:14][CH2:15][C:16]3[CH:17]=[C:18]4[C:23](=[CH:24][CH:25]=3)[O:22][CH2:21][CH2:20][C:19]4=[O:26])[CH2:10][CH2:9]2)=[CH:5][C:4]=1[O:29][CH2:30][CH2:31][O:32][CH3:33]>CC(O)C>[BrH:2].[Br:2][C:3]1[CH:28]=[CH:27][C:6]([CH2:7][CH:8]2[CH2:13][CH2:12][N:11]([CH2:14][CH2:15][C:16]3[CH:17]=[C:18]4[C:23](=[CH:24][CH:25]=3)[O:22][CH2:21][CH2:20][C:19]4=[O:26])[CH2:10][CH2:9]2)=[CH:5][C:4]=1[O:29][CH2:30][CH2:31][O:32][CH3:33] |f:3.4|. Procedure: A 48% aqueous hydrobromic acid solution (170 μL, 2.4 mmol) was added with ice cooling to a solution of the compound (1.00 g, 2.00 mmol) obtained in Example 3 in 2-propanol (10 mL), and the solution was warmed to room temperature and stirred overnight. The resulting precipitate was collected by filtration, then washed with 2-propanol (1 mL×2), and then dried under reduced pressure to obtain a crude crystal of the title compound (797 mg). The crude crystal (750 mg) was added to 2-propanol (30 mL),... Solvent: CO (methanol). Starting materials: Cl.C(C)OC=1C=C(C=CC1OC)[C@H]1CSCC[C@H]1N[C@H](C)C1=CC=CC=C1 ((3R,4R)-3-(3-ethoxy-4-methoxyphenyl)-N-[(1R)-1-phenylethyl]tetrahydro-2H-thiopyran-4-amine hydrochloride), [H][H] (hydrogen). The product is Cl.C(C)OC=1C=C(C=CC1OC)[C@H]1CSCC[C@H]1N ((3R,4R)-3-(3-Ethoxy-4-methoxy-phenyl)-tetrahydro-thiopyran-4-ylamine hydrochloride). Procedure details: A mixture of 3.6 g of 10% Pd catalyst on charcoal and 4 mmol of (3R,4R)-3-(3-ethoxy-4-methoxyphenyl)-N-[(1R)-1-phenylethyl]tetrahydro-2H-thiopyran-4-amine hydrochloride in 100 ml of methanol is hydrogenated with 110 mbar hydrogen pressure at reflux temperature for 5 h. Additional 3.6 g of the Pd catalyst are added and the hydrogenation is continued for further 5 h. The catalyst is filtered off and the filtrate concentrated yielding the title compound as a highly viscous resin which is used for t... Reaction SMILES: [ClH:1].[CH2:2]([O:4][C:5]1[CH:6]=[C:7]([C@@H:13]2[C@H:18]([NH:19][C@@H](C3C=CC=CC=3)C)[CH2:17][CH2:16][S:15][CH2:14]2)[CH:8]=[CH:9][C:10]=1[O:11][CH3:12])[CH3:3].[H][H]>[Pd].CO>[ClH:1].[CH2:2]([O:4][C:5]1[CH:6]=[C:7]([C@@H:13]2[C@H:18]([NH2:19])[CH2:17][CH2:16][S:15][CH2:14]2)[CH:8]=[CH:9][C:10]=1[O:11][CH3:12])[CH3:3] |f:0.1,5.6|. Run at time 5 hour. Reagents/catalysts: [Pd] (Pd), [Pd] (Pd). The reactants are Cl.NC1=C(C=C(C=N1)/C=C/C(=O)O)CN1CCN(CC1)C ((E)-3-[6-amino-5-(4-methyl-piperazin-1-ylmethyl)pyridin-3-yl]acrylic acid hydrochloride), amide, CNCC1=C(C2=CC=CC=C2C=C1)CCC (methyl-(1-propyl-naphthalen-2-ylmethyl)amine), Cl.CN1CC(NC2=C(C1)C=C(C=N2)/C=C/C(=O)O)=O ((E)-3-(4-methyl-2-oxo-2,3,4,5-tetrahydro-1H-pyrido[2,3-e][1,4]diazepin-7-yl)acrylic acid hydrochloride), CNCC1=C(C2=C(S1)C=CC=C2)C (methyl-(3-methyl-benzo[b]thiophen-2-ylmethyl)amine). Yields the product Cl.NC1=C(C=C(C=N1)/C=C/C(=O)N(CC1=C(C2=C(S1)C=CC=C2)C)C)CN2CCN(CC2)C ((E)-3-[6-Amino-5-(4-methyl-piperazin-1-ylmethyl)pyridin-3-yl]-N-methyl-N-(3-methyl-benzo[b]thiophen-2-ylmethyl)acrylamide hydrochloride). Yield: 46.0%. As a reaction SMILES: [ClH:1].[NH2:2][C:3]1[N:8]=[CH:7][C:6](/[CH:9]=[CH:10]/[C:11]([OH:13])=O)=[CH:5][C:4]=1[CH2:14][N:15]1[CH2:20][CH2:19][N:18]([CH3:21])[CH2:17][CH2:16]1.Cl.CN1CC2C=C(/C=C/C(O)=O)C=NC=2NC(=O)C1.[CH3:41][NH:42][CH2:43][C:44]1[S:48][C:47]2[CH:49]=[CH:50][CH:51]=[CH:52][C:46]=2[C:45]=1[CH3:53].CNCC1C=CC2C(=CC=CC=2)C=1CCC>>[ClH:1].[NH2:2][C:3]1[N:8]=[CH:7][C:6](/[CH:9]=[CH:10]/[C:11]([N:42]([CH3:41])[CH2:43][C:44]2[S:48][C:47]3[CH:49]=[CH:50][CH:51]=[CH:52][C:46]=3[C:45]=2[CH3:53])=[O:13])=[CH:5][C:4]=1[CH2:14][N:15]1[CH2:20][CH2:19][N:18]([CH3:21])[CH2:17][CH2:16]1 |f:0.1,2.3,6.7|. Procedure: According to the procedure of Example 1, except substituting (E)-3-[6-amino-5-(4-methyl-piperazin-1-ylmethyl)pyridin-3-yl]acrylic acid hydrochloride for the (E)-3-(4-methyl-2-oxo-2,3,4,5-tetrahydro-1H-pyrido[2,3-e][1,4]diazepin-7-yl)acrylic acid hydrochloride, and substituting methyl-(3-methyl-benzo[b]thiophen-2-ylmethyl)amine for the methyl-(1-propyl-naphthalen-2-ylmethyl)amine, the title compound (101 mg, 46%) was prepared as a light, yellow powder and as a mixture of amide rotamers: 1H NMR (3... RXN SMILES: [Br:13][Mg:14][c:15]1[cH:16][cH:17][cH:18][cH:19][cH:20]1.[Br:1][c:2]1[c:3]2[c:7]([cH:8][cH:9][c:10]1[CH3:11])[CH2:6][C:5]([CH3:12])=[CH:4]2.[CH3:21][CH2:22][O:23][CH2:24][CH3:25]>>[c:2]1(-[c:15]2[cH:16][cH:17][cH:18][cH:19][cH:20]2)[c:3]2[c:7]([cH:8][cH:9][c:10]1[CH3:11])[CH2:6][C:5]([CH3:12])=[CH:4]2. Reactants: Br[Mg]c1ccccc1, CC1=Cc2c(ccc(C)c2Br)C1, CCOCC. The product is CC1=Cc2c(ccc(C)c2-c2ccccc2)C1. The reactants are O=P(Cl)(Cl)Cl (POCl3), CN(C)C=O (DMF), N1C=CC2=CC=C(C=C12)CC=1C=C(C(=O)OC)C=CC1 (methyl 3-(1H-indol-6-ylmethyl)benzoate), CN(C)C=O (DMF), O (water). Run in ice water. Conditions: temperature 40 celsius, time 15 minute. Yields the product C(=O)C1=CNC2=CC(=CC=C12)CC=1C=C(C(=O)O)C=CC1 (3-((3-formyl-1H-indol-6-yl)methyl)benzoic acid). Reaction SMILES: O=P(Cl)(Cl)Cl.[NH:6]1[C:14]2[C:9](=[CH:10][CH:11]=[C:12]([CH2:15][C:16]3[CH:17]=[C:18]([CH:23]=[CH:24][CH:25]=3)[C:19]([O:21]C)=[O:20])[CH:13]=2)[CH:8]=[CH:7]1.O.CN([CH:30]=[O:31])C>>[CH:30]([C:8]1[C:9]2[C:14](=[CH:13][C:12]([CH2:15][C:16]3[CH:17]=[C:18]([CH:23]=[CH:24][CH:25]=3)[C:19]([OH:21])=[O:20])=[CH:11][CH:10]=2)[NH:6][CH:7]=1)=[O:31]. Procedure: (I-8): 3 ml anhydrous DMF was cooled in ice-water bath, then 50 μl POCl3 was added, the solution was stirred about 15 minutes, then 32 mg of methyl 3-(1H-indol-6-ylmethyl)benzoate in 2 ml DMF was added. The mixture was heated to 40° C. for 3 hours. After cooling to room temperature, the mixture was treated by cold water, following the general procedure above, the target compound was purified as a brown solid. Mass calculated for C17H13NO3: 279; LCMS: 280.6 (M+H)+; 1H NMR (400 MHz, DMSO-d6) δ ppm... Reactants: C([O-])([O-])=O.[K+].[K+] (Potassium carbonate), C(CC(=O)OCC)(=O)OC(C)(C)C (t-butyl ethyl malonate), C(C=C)Br (allyl bromide). Solvent: O (water), CN(C=O)C (N,N-dimethylformamide). Reaction conditions: temperature 70 celsius. The product is C(C=C)C(C(=O)OC(C)(C)C)C(=O)OCC (t-butyl ethyl 2-allylmalonate). Reaction SMILES: C(=O)([O-])[O-].[K+].[K+].[C:7]([O:15][C:16]([CH3:19])([CH3:18])[CH3:17])(=[O:14])[CH2:8][C:9]([O:11][CH2:12][CH3:13])=[O:10].[CH2:20](Br)[CH:21]=[CH2:22]>CN(C)C=O.O>[CH2:22]([CH:8]([C:9]([O:11][CH2:12][CH3:13])=[O:10])[C:7]([O:15][C:16]([CH3:18])([CH3:17])[CH3:19])=[O:14])[CH:21]=[CH2:20] |f:0.1.2|. Procedure: Potassium carbonate (28.0 g.) was added to a stirred solution of t-butyl ethyl malonate (37.6 g.) in dry N,N-dimethylformamide (DMF) (100 ml.). After 1 hour allyl bromide (34 ml.) was added. The mixture was heated at 70° C. for 66 hours, cooled to room temperature and diluted with water (900 ml.). The mixture obtained was extracted with ethyl acetate (3×200 ml.). The extracts were dried (MgSO4) and evaporated. The oil obtained was purified by flash column chromatography eluting with 1:15 v/v eth...